From a dataset of the Open Reaction Database (ORD), a public repository of structured organic reaction records. describe an organic reaction: reactants, conditions, products, and yield RXN SMILES: [NH2:1][CH2:2][CH2:3][CH2:4][N:5]([CH2:21][CH2:22][CH2:23][CH2:24][CH2:25][NH:26][C:27]1[N:32]=[C:31]([CH3:33])[CH:30]=[C:29]([CH3:34])[N:28]=1)[C:6](=[O:20])[CH2:7][CH2:8][CH2:9][CH2:10][CH2:11][CH2:12][CH2:13][CH2:14][CH2:15][CH2:16][CH2:17][CH2:18][CH3:19].[CH3:35][CH:36]([CH3:41])[CH2:37][C:38](Cl)=[O:39]>N1C=CC=CC=1>[CH3:35][CH:36]([CH3:41])[CH2:37][C:38]([NH:1][CH2:2][CH2:3][CH2:4][N:5]([CH2:21][CH2:22][CH2:23][CH2:24][CH2:25][NH:26][C:27]1[N:28]=[C:29]([CH3:34])[CH:30]=[C:31]([CH3:33])[N:32]=1)[C:6](=[O:20])[CH2:7][CH2:8][CH2:9][CH2:10][CH2:11][CH2:12][CH2:13][CH2:14][CH2:15][CH2:16][CH2:17][CH2:18][CH3:19])=[O:39]. The reactants are NCCCN(C(CCCCCCCCCCCCC)=O)CCCCCNC1=NC(=CC(=N1)C)C (1-[N-(3-aminopropyl)tetradecanamido]-5-(4,6-dimethyl-2-pyrimidylamino)pentane), CC(CC(=O)Cl)C (3-methylbutanoyl chloride), ( C ). Procedure details: The primary amine XV was treated with 3-methylbutanoyl chloride in pyridine in the manner described above (C). The crude product was chromatographed on a 24 g silica gel column (BioSil A) of dimensions 1 cm (id)×30 cm, developed with 30% acetone/CHCl3. Five ml fractions were collected. The pure product was found in tubes 14-22, 128 mg. Run in N1=CC=CC=C1 (pyridine). Product: CC(CC(=O)NCCCN(C(CCCCCCCCCCCCC)=O)CCCCCNC1=NC(=CC(=N1)C)C)C (1-{N-[3-(3-methylbutanamido)propyl]-tetradecanamido}-5-(4,6-dimethyl-2-pyrimidylamino)pentane). Starting materials: C(C)(C)(C)OC(NC1CN(CCN1)C1=C2N(C(N(C2=NC(=N1)Cl)C)=O)CC#CC)=O ([1-[7-(2-Butynyl)-2-chloro-9-methyl-8-oxo-8,9-dihydro-7H-purin-6-yl]piperazin-3-yl]c arbamic acid t-butyl ester), FC(C(=O)O)(F)F (trifluoroacetic acid). Conditions: time 5 minute. Yields the product FC(C(=O)O)(F)F.NC1CN(CCC1)C1=C2N(C(N(C2=NC(=N1)Cl)C)=O)CC#CC (6-(3-Amino-piperidin-1-yl)-7-(2-butynyl)-2-chloro-9-methyl-7,9-dihydropurin-8-one trifluoroacetic acid salt). As a reaction SMILES: C(OC(=O)N[CH:8]1[NH:13][CH2:12][CH2:11][N:10]([C:14]2[N:22]=[C:21]([Cl:23])[N:20]=[C:19]3[C:15]=2[N:16]([CH2:26][C:27]#[C:28][CH3:29])[C:17](=[O:25])[N:18]3[CH3:24])[CH2:9]1)(C)(C)C.[F:31][C:32]([F:37])([F:36])[C:33]([OH:35])=[O:34]>>[F:31][C:32]([F:37])([F:36])[C:33]([OH:35])=[O:34].[NH2:13][CH:12]1[CH2:32][CH2:8][CH2:9][N:10]([C:14]2[N:22]=[C:21]([Cl:23])[N:20]=[C:19]3[C:15]=2[N:16]([CH2:26][C:27]#[C:28][CH3:29])[C:17](=[O:25])[N:18]3[CH3:24])[CH2:11]1 |f:2.3|. Procedure details: [1-[7-(2-Butynyl)-2-chloro-9-methyl-8-oxo-8,9-dihydro-7H-purin-6-yl]piperazin-3-yl]c arbamic acid t-butyl ester (15 mg) was dissolved in trifluoroacetic acid. This reaction solution was stirred at room temperature for five minutes, and then concentrated. The residue was purified by reverse phase high performance liquid chromatography to give the title compound (7.23 mg). Starting materials: N1CC(CCC1)NC(=O)C1=C(N=C(S1)C1=CC=C(C=C1)Cl)C (N-(piperidin-3-yl)-2-(4-chlorophenyl)-4-methylthiazole-5-carboxamide), FC1=C(C=O)C=CC=C1 (2-fluorobenzaldehyde). The product is ClC1=CC=C(C=C1)C=1SC(=C(N1)C)C(=O)NC1CN(CCC1)C1=C(C=O)C=CC=C1 (2-[3-[[2-(4-Chlorophenyl)-4-methylthiazol-5-yl]carbonylamino]piperidin-1-yl]benzaldehyde). Isolated yield 16.9%. Reaction SMILES: [NH:1]1[CH2:6][CH2:5][CH2:4][CH:3]([NH:7][C:8]([C:10]2[S:14][C:13]([C:15]3[CH:20]=[CH:19][C:18]([Cl:21])=[CH:17][CH:16]=3)=[N:12][C:11]=2[CH3:22])=[O:9])[CH2:2]1.F[C:24]1[CH:31]=[CH:30][CH:29]=[CH:28][C:25]=1[CH:26]=[O:27]>>[Cl:21][C:18]1[CH:17]=[CH:16][C:15]([C:13]2[S:14][C:10]([C:8]([NH:7][CH:3]3[CH2:4][CH2:5][CH2:6][N:1]([C:24]4[CH:31]=[CH:30][CH:29]=[CH:28][C:25]=4[CH:26]=[O:27])[CH2:2]3)=[O:9])=[C:11]([CH3:22])[N:12]=2)=[CH:20][CH:19]=1. Reported procedure: Using N-(piperidin-3-yl)-2-(4-chlorophenyl)-4-methylthiazole-5-carboxamide (67.2 mg, 0.200 mmol) and 2-fluorobenzaldehyde (0.211 mL, 2.00 mmol), the same procedure was followed as in Step 6c of Example 6 to give 14.9 mg (17%) of the desired compound as a colorless powder.